From a dataset of the Open Reaction Database (ORD), a public repository of structured organic reaction records. describe an organic reaction: reactants, conditions, products, and yield Reactants: FC(F)(F)c1cc(Br)cc(C(F)(F)F)n1, O=C([O-])[O-], C1CCOC1, C=C(B(O)O)C(F)(F)F, [K+], [K+], O. The product is C=C(c1cc(C(F)(F)F)nc(C(F)(F)F)c1)C(F)(F)F. Reaction SMILES: [Br:1][c:2]1[cH:3][c:4]([C:12]([F:13])([F:14])[F:15])[n:5][c:6]([C:8]([F:9])([F:10])[F:11])[cH:7]1.[C:25](=[O:26])([O-:27])[O-:28].[CH2:31]1[O:32][CH2:33][CH2:34][CH2:35]1.[F:16][C:17]([C:18](=[CH2:19])[B:20]([OH:21])[OH:22])([F:23])[F:24].[K+:29].[K+:30].[OH2:36]>>[c:2]1([C:18]([C:17]([F:16])([F:23])[F:24])=[CH2:19])[cH:3][c:4]([C:12]([F:13])([F:14])[F:15])[n:5][c:6]([C:8]([F:9])([F:10])[F:11])[cH:7]1. Run at time 10 minute. Procedure: To a solution of t-butylnitrite (0.24 ml, 2.1 mmol) and allylbromide (1.8 ml, 25.2 mmol) in 3 ml CH3CN 3-acetyl-5-nitroaniline (0.25 g, 1.4 mmol) was added, so that the temperature was maintained between 20 and 25° C., and the mixture was stirred for 10 min at room temperature. The volatile material in the reaction solution was then removed at reduced pressure to give 3-acetyl-5-nitroallylbenzene. 1H-NMR (CDCl3, 300 MHz) δ ppm: 8.61 (s, 1H), 8.25 (s, 1H), 8.10 (s, 1H), 6.03-5.88 (m, 1H), 5.23-5.... Reactants: C(C)(C)(C)ON=O (t-butylnitrite), C(C=C)Br (allylbromide), CC#N.C(C)(=O)C=1C=C(N)C=C(C1)[N+](=O)[O-] (CH3CN 3-acetyl-5-nitroaniline). As a reaction SMILES: [C:1]([O:5]N=O)([CH3:4])([CH3:3])C.[CH2:8](Br)[CH:9]=[CH2:10].CC#N.C([C:18]1[CH:19]=[C:20]([CH:22]=[C:23]([N+:25]([O-:27])=[O:26])C=1)N)(=O)C>>[C:1]([C:3]1[CH:10]=[CH:9][CH:8]=[C:19]([CH2:20][CH:22]=[CH:23][N+:25]([O-:27])=[O:26])[CH:18]=1)(=[O:5])[CH3:4] |f:2.3|. Yields the product C(C)(=O)C=1C=CC=C(C1)CC=C[N+](=O)[O-] (3-acetyl-5-nitroallylbenzene). The reactants are O=C([O-])C(=O)[O-], CN=C=O, Clc1ccc2c(C3=CCN(CCC4CNc5ccccc54)CC3)c[nH]c2c1, ClCCl. Product: O=C(O)C(=O)O, CNC(=O)N1CC(CCN2CC=C(c3c[nH]c4cc(Cl)ccc34)CC2)c2ccccc21. As a reaction SMILES: [C:28]([C:29](=[O:30])[O-:31])(=[O:32])[O-:33].[CH3:34][N:35]=[C:36]=[O:37].[Cl:1][c:2]1[cH:3][cH:4][c:5]2[c:6]([C:11]3=[CH:16][CH2:15][N:14]([CH2:17][CH2:18][CH:19]4[CH2:20][NH:21][c:22]5[cH:23][cH:24][cH:25][cH:26][c:27]54)[CH2:13][CH2:12]3)[cH:7][nH:8][c:9]2[cH:10]1.[Cl:38][CH2:39][Cl:40]>>[C:28]([C:29](=[O:30])[OH:31])(=[O:32])[OH:33].[Cl:1][c:2]1[cH:3][cH:4][c:5]2[c:6]([C:11]3=[CH:16][CH2:15][N:14]([CH2:17][CH2:18][CH:19]4[CH2:20][N:21]([C:36]([NH:35][CH3:34])=[O:37])[c:22]5[cH:23][cH:24][cH:25][cH:26][c:27]54)[CH2:13][CH2:12]3)[cH:7][nH:8][c:9]2[cH:10]1. The reactants are COC(=O)c1cc(Cl)cn1N, CO, O=Cc1ccc(Cl)cc1. The product is COC(=O)c1cc(Cl)cn1N=Cc1ccc(Cl)cc1. As a reaction SMILES: [CH3:1][O:2][C:3](=[O:4])[c:5]1[n:6]([NH2:11])[cH:7][c:8]([Cl:10])[cH:9]1.[CH3:21][OH:22].[Cl:12][c:13]1[cH:14][cH:15][c:16]([CH:17]=[O:18])[cH:19][cH:20]1>>[CH3:1][O:2][C:3](=[O:4])[c:5]1[n:6]([N:11]=[CH:17][c:16]2[cH:15][cH:14][c:13]([Cl:12])[cH:20][cH:19]2)[cH:7][c:8]([Cl:10])[cH:9]1. Reactants: CCOC(=O)c1ccc2c(c1)CC(C)(C)C(c1cccc(N3CCN(C)CC3)c1)N2, CO, Cl, [Na+], C1CCOC1, [OH-], O. Yields the product CN1CCN(c2cccc(C3Nc4ccc(C(=O)O)cc4CC3(C)C)c2)CC1. Reaction SMILES: [CH2:1]([CH3:2])[O:3][C:4](=[O:5])[c:6]1[cH:7][c:8]2[c:13]([cH:14][cH:15]1)[NH:12][CH:11]([c:16]1[cH:17][c:18]([N:22]3[CH2:23][CH2:24][N:25]([CH3:28])[CH2:26][CH2:27]3)[cH:19][cH:20][cH:21]1)[C:10]([CH3:29])([CH3:30])[CH2:9]2.[CH3:34][OH:35].[ClH:33].[Na+:32].[O:36]1[CH2:37][CH2:38][CH2:39][CH2:40]1.[OH-:31].[OH2:41]>>[O:3]=[C:4]([OH:5])[c:6]1[cH:7][c:8]2[c:13]([cH:14][cH:15]1)[NH:12][CH:11]([c:16]1[cH:17][c:18]([N:22]3[CH2:23][CH2:24][N:25]([CH3:28])[CH2:26][CH2:27]3)[cH:19][cH:20][cH:21]1)[C:10]([CH3:29])([CH3:30])[CH2:9]2. Reactants: C([O-])([O-])=O.[K+].[K+] (potassium carbonate), CO (methanol), C=O (paraformaldehyde), C(C)NC[Si](C)(C)C (ethyltrimethylsilanylmethylamine). Solvent: CCCCC (pentane). Run at temperature -5 celsius, time 30 minute. Product: C(C)N(C[Si](C)(C)C)COC (ethyl(methoxymethyl)trimethylsilanylmethylamine). RXN SMILES: [C:1](=[O:4])([O-])[O-].[K+].[K+].[CH3:7]O.C=O.[CH2:11]([NH:13][CH2:14][Si:15]([CH3:18])([CH3:17])[CH3:16])[CH3:12]>CCCCC>[CH2:11]([N:13]([CH2:7][O:4][CH3:1])[CH2:14][Si:15]([CH3:18])([CH3:17])[CH3:16])[CH3:12] |f:0.1.2|. Reported procedure: 18.0 g (0.13 mol) of potassium carbonate, 121.8 g (3.80 mol) of methanol and 60.0 g (2.00 mol) of paraformaldehyde are initially charged and cooled to −5° C. At this temperature, within 30 min, 262.6 g (2.00 mol) of ethyltrimethylsilanylmethylamine are metered in. The biphasic reaction mixture is stirred at −5° C. for a further 1 h and then warmed to room temperature within 20 min. Within 1 min, 382 g of pentane are metered in. The biphasic reaction mixture is separated and the upper, organic ph... Reactants: Cl (hydrogen chloride), S(=O)(Cl)Cl (thionyl chloride), COC(=O)C=1N(C(=NC1)CO)C (2-hydroxymethyl-3-methyl-3H-imidazole-4-carboxylic acid methyl ester), Cl (hydrochloride). Run in C(C)(=O)OCC.CO (ethyl acetate methanol). Run at time 0.5 hour. Product: Cl.COC(=O)C=1N(C(=NC1)CCl)C (2-Chloromethyl-3-methyl-3H-imidazole-4-carboxylic acid methyl ester hydrochloride), solid. Yield: 100.0%. As a reaction SMILES: [CH3:1][O:2][C:3]([C:5]1[N:6]([CH3:12])[C:7]([CH2:10]O)=[N:8][CH:9]=1)=[O:4].[ClH:13].S(Cl)([Cl:16])=O>C(OCC)(=O)C.CO>[ClH:16].[CH3:1][O:2][C:3]([C:5]1[N:6]([CH3:12])[C:7]([CH2:10][Cl:13])=[N:8][CH:9]=1)=[O:4] |f:3.4,5.6|. Procedure: A solution of 2-hydroxymethyl-3-methyl-3H-imidazole-4-carboxylic acid methyl ester (250 mg, 1.5 mmol) in ethyl acetate/methanol 6 ml, 1:1) was converted to the hydrochloride by usage of an excess of an etheral solution of hydrogen chloride. After evaporation, the light brown residue was treated with thionyl chloride (1.1 ml, 15 mmol) and stirred for 0.5 h. After evaporation, the title compound was obtained as brown solid (100% yield). MS: m/e=189(M+H+), mp 106-108° C. Reactants: COC(=O)[C@@H]1[C@@H](CCCC1)N ((1S,2R)-2-aminocyclohexanecarboxylic acid methyl ester), N (ammonia). Reaction conditions: time 24 hour. The product is N[C@H]1[C@H](CCCC1)C(=O)N ((1S,2R)-2-aminocyclohexanecarboxylic acid amide). RXN SMILES: C[O:2][C:3]([C@H:5]1[CH2:10][CH2:9][CH2:8][CH2:7][C@H:6]1[NH2:11])=O.[NH3:12]>>[NH2:11][C@@H:6]1[CH2:7][CH2:8][CH2:9][CH2:10][C@@H:5]1[C:3]([NH2:12])=[O:2]. Reported procedure: A mixture of (1S,2R)-2-aminocyclohexanecarboxylic acid methyl ester (16.2 mmol) and aqueous ammonia (28%, 50 mL) was stirred at room temperature for 24 h. The reaction mixture was concentrated to dryness in vacuo. The residue was suspended in toluene (200 mL) and reconcentrated to afford (1S,2R)-2-aminocyclohexanecarboxylic acid amide as a white solid. The crude product was used in the next step without purification or characterization. The reactants are CC#N, CC(=O)N1CC2CCC(C1)N2, ClCc1coc2cc(Oc3nc4ncccc4s3)ccc12, [K+], [K+], O=C([O-])[O-], CN(C)C=O. Yields the product CC(=O)N1CC2CCC(C1)N2Cc1coc2cc(Oc3nc4ncccc4s3)ccc12. RXN SMILES: [CH3:39][C:40]#[N:41].[CH:28]12[CH2:29][N:30]([C:36]([CH3:37])=[O:38])[CH2:31][CH:32]([CH2:33][CH2:34]1)[NH:35]2.[Cl:1][CH2:2][c:3]1[cH:4][o:5][c:6]2[c:7]1[cH:8][cH:9][c:10]([O:12][c:13]1[s:14][c:15]3[c:16]([n:17][cH:18][cH:19][cH:20]3)[n:21]1)[cH:11]2.[K+:22].[K+:23].[O-:24][C:25]([O-:26])=[O:27].[O:42]=[CH:43][N:44]([CH3:45])[CH3:46]>>[CH2:2]([c:3]1[cH:4][o:5][c:6]2[c:7]1[cH:8][cH:9][c:10]([O:12][c:13]1[s:14][c:15]3[c:16]([n:17][cH:18][cH:19][cH:20]3)[n:21]1)[cH:11]2)[N:35]1[CH:28]2[CH2:29][N:30]([C:36]([CH3:37])=[O:38])[CH2:31][CH:32]1[CH2:33][CH2:34]2.